Dataset: the Open Reaction Database (ORD), a public repository of structured organic reaction records. Task: describe an organic reaction: reactants, conditions, products, and yield The reactants are CN (methylamine), CC1=CC(OC=2CCCC(C12)=O)=O (4-methyl-5,6,7,8-tetrahydro- cumarin-5-one), CN (methylamine). Solvent: CO (methanol), liquid, CO (methanol). Reaction conditions: temperature -9 celsius. The product is CN1C(C=C(C=2C(CCCC12)=O)C)=O (1,4-Dimethyl-7,8-dihydro-2,5(1H,6H)-quinolinedione). RXN SMILES: [CH3:1][C:2]1[C:11]2[C:10](=[O:12])[CH2:9][CH2:8][CH2:7][C:6]=2[O:5][C:4](=O)[CH:3]=1.[CH3:14][NH2:15]>CO>[CH3:14][N:15]1[C:6]2[CH2:7][CH2:8][CH2:9][C:10](=[O:12])[C:11]=2[C:2]([CH3:1])=[CH:3][C:4]1=[O:5]. Procedure: 4.46 g (0.025 mol) of 4-methyl-5,6,7,8-tetrahydro- cumarin-5-one are dissolved in a mixture of 41.9 g of liquid methylamine in 100 ml of methanol pre- cooled to -9° C., With cooling, and heated to 180° C. for 3 hours in an autoclave. After cooling the methanol and methylamine are distilled off using a rotary evaporator, the residue is chromatographed on a silica gel column using ethylene chloride/ethanol (95:5) and recrystallised from cyclohexane/ethyl acetate (1:1). Starting materials: [N+](=O)([O-])C=1C=C2CCNC2=CC1 (5-nitro-2,3-dihydro-1H-indole), [OH-].[K+] (potassium hydroxide), O (water), CI (methyl iodide). Run in CC(=O)C (acetone). Conditions: time 8 hour. Yields the product CN1CCC2=CC(=CC=C12)[N+](=O)[O-] (1-methyl-5-nitro-2,3-dihydro-1H-indole). Yield: 92.2%. As a reaction SMILES: [N+:1]([C:4]1[CH:5]=[C:6]2[C:10](=[CH:11][CH:12]=1)[NH:9][CH2:8][CH2:7]2)([O-:3])=[O:2].[OH-].[K+].[CH3:15]I.O>CC(C)=O>[CH3:15][N:9]1[C:10]2[C:6](=[CH:5][C:4]([N+:1]([O-:3])=[O:2])=[CH:12][CH:11]=2)[CH2:7][CH2:8]1 |f:1.2|. Reported procedure: To a solution of 5-nitro-2,3-dihydro-1H-indole (1 g, 6.09 mmol) in acetone (12 ml) was added powdered potassium hydroxide (1.7 g, 30.45 mmol), followed by methyl iodide (1.2 g, 9.14 mmol) and stirred overnight at ambient temperature. The solvent was evaporated under vacuum to give a residue, to which water was added and the product extracted with ethyl acetate. Drying and concentration of the organic layer yielded 1-methyl-5-nitro-2,3-dihydro-1H-indole (1 g, 92%) as solid.